From a dataset of the Open Reaction Database (ORD), a public repository of structured organic reaction records. describe an organic reaction: reactants, conditions, products, and yield Reactants: C(C)(=O)O (acetic acid), C1(CC1)COC1=CC(=CC=C1)\C=C\[N+](=O)[O-] (1-cyclopropylmethoxy-3-((E)-2-nitro-vinyl)-benzene), [BH4-].[Na+] (sodium borohydride). Solvent: CS(=O)C (dimethyl sulfoxide). Conditions: time 4 hour. The product is C1(CC1)COC1=CC(=CC=C1)CC[N+](=O)[O-] (1-Cyclopropylmethoxy-3-(2-nitro-ethyl)-benzene). Isolated yield 58.8%. As a reaction SMILES: C(O)(=O)C.[CH:5]1([CH2:8][O:9][C:10]2[CH:15]=[CH:14][CH:13]=[C:12](/[CH:16]=[CH:17]/[N+:18]([O-:20])=[O:19])[CH:11]=2)[CH2:7][CH2:6]1.[BH4-].[Na+]>CS(C)=O>[CH:5]1([CH2:8][O:9][C:10]2[CH:15]=[CH:14][CH:13]=[C:12]([CH2:16][CH2:17][N+:18]([O-:20])=[O:19])[CH:11]=2)[CH2:7][CH2:6]1 |f:2.3|. Procedure: To an acetic acid (3.7 mL) and dimethyl sulfoxide (63 mL) solution of 1-cyclopropylmethoxy-3-((E)-2-nitro-vinyl)-benzene (3.73 g, 17 mmol) described in Manufacturing Example 66-1-2 was added sodium borohydride (1.03 g, 27.2 mmol) at room temperature while cooling appropriately. This mixture was stirred for 4 hours at room temperature. That mixture was partitioned into ethyl acetate and water. The organic layer was separated, washed with water, dried over anhydrous magnesium sulfate, and filtered... Starting materials: C(C)(C)(C)OC(NC(CCC)C=1C=NC=C(C1)Br)=O ([1-(5-bromo-pyridin-3-yl)-butyl]-carbamic acid tert-butyl ester), C[S-].[Na+] (sodium thiomethoxide), O (water). The solvent is C1CCOC1 (THF). The product is C(C)(C)(C)OC(NC(CCC)C=1C=NC=C(C1)SC)=O ([1-(5-methylsulfanyl-pyridin-3-yl)-butyl]-carbamic acid tert-butyl ester). The yield is 69.2%. Reaction SMILES: [C:1]([O:5][C:6](=[O:19])[NH:7][CH:8]([C:12]1[CH:13]=[N:14][CH:15]=[C:16](Br)[CH:17]=1)[CH2:9][CH2:10][CH3:11])([CH3:4])([CH3:3])[CH3:2].[CH3:20][S-:21].[Na+].O>C1COCC1>[C:1]([O:5][C:6](=[O:19])[NH:7][CH:8]([C:12]1[CH:13]=[N:14][CH:15]=[C:16]([S:21][CH3:20])[CH:17]=1)[CH2:9][CH2:10][CH3:11])([CH3:4])([CH3:3])[CH3:2] |f:1.2|. Procedure: A solution of [1-(5-bromo-pyridin-3-yl)-butyl]-carbamic acid tert-butyl ester (6.3 g, 19 mmol) and sodium thiomethoxide (2.7 g, 38 mmol) in anhydrous THF (27 mL) is heated at 70° C. After 2 hours the reaction is cooled to room temperature and water (200 mL) is added. The resultant mixture is extracted with ethyl acetate (3×200 mL). The combined organic layers are combined, washed with brine, dried over sodium sulfate and concentrated in vacuo. The residue is purified by flash chromatography on s... Reactants: [K+], [K+], O=C([O-])[O-], CN(C)C=O, O, CC12CCC(O)CC1CCC1C2CCC2(C)C(C(=O)CBr)CCC12, Oc1cccnc1. Product: CC12CCC(O)CC1CCC1C2CCC2(C)C(C(=O)COc3cccnc3)CCC12. RXN SMILES: [K+:32].[K+:33].[O-:34][C:35]([O-:36])=[O:37].[O:39]=[CH:40][N:41]([CH3:42])[CH3:43].[OH2:38].[OH:1][CH:2]1[CH2:3][CH:4]2[CH2:5][CH2:6][CH:7]3[CH:8]4[CH2:9][CH2:10][CH:11]([C:12]([CH2:13][Br:14])=[O:15])[C:16]4([CH3:24])[CH2:17][CH2:18][CH:19]3[C:20]2([CH3:23])[CH2:21][CH2:22]1.[OH:25][c:26]1[cH:27][n:28][cH:29][cH:30][cH:31]1>>[OH:1][CH:2]1[CH2:3][CH:4]2[CH2:5][CH2:6][CH:7]3[CH:8]4[CH2:9][CH2:10][CH:11]([C:12]([CH2:13][O:25][c:26]5[cH:27][n:28][cH:29][cH:30][cH:31]5)=[O:15])[C:16]4([CH3:24])[CH2:17][CH2:18][CH:19]3[C:20]2([CH3:23])[CH2:21][CH2:22]1. Reactants: CC(=O)N(C)c1sc2c(c1C(=O)c1ccccc1)CCCC2, CCO, [K+], [OH-], O. Yields the product CNc1sc2c(c1C(=O)c1ccccc1)CCCC2. Reaction SMILES: [CH3:1][N:2]([c:3]1[c:4]([C:12]([c:13]2[cH:14][cH:15][cH:16][cH:17][cH:18]2)=[O:19])[c:5]2[c:6]([s:7]1)[CH2:8][CH2:9][CH2:10][CH2:11]2)[C:20](=[O:21])[CH3:22].[CH3:25][CH2:26][OH:27].[K+:24].[OH-:23].[OH2:28]>>[CH3:1][NH:2][c:3]1[c:4]([C:12]([c:13]2[cH:14][cH:15][cH:16][cH:17][cH:18]2)=[O:19])[c:5]2[c:6]([s:7]1)[CH2:8][CH2:9][CH2:10][CH2:11]2. The reactants are azo, nitroso, amines, Nitroso, III, [NH4+].[Cl-] (NH4Cl), [N+](=O)([O-])C=1C=C(C(=O)O)C=CC1 (3-nitrobenzoic acid). The reagents and catalysts are [Zn] (zinc), [Zn] (Zinc). Run in O (water), C(C)(=O)O (acetic acid). Conditions: temperature 0 celsius. The product is N(=O)C=1C=C(C(=O)O)C=CC1 (3-nitrosobenzoic acid). As a reaction SMILES: [N+:1]([C:4]1[CH:5]=[C:6]([CH:10]=[CH:11][CH:12]=1)[C:7]([OH:9])=[O:8])([O-])=[O:2].[NH4+].[Cl-]>C(O)(=O)C.O.[Zn]>[N:1]([C:4]1[CH:5]=[C:6]([CH:10]=[CH:11][CH:12]=1)[C:7]([OH:9])=[O:8])=[O:2] |f:1.2|. Reported procedure: As an alternative method of forming azo compounds, nitroso compounds are coupled to amines in glacial acetic acid by the Mills reaction. Badger, G. et al., Aust. J. Chem. 17: 1036 (1964). Nitroso compounds are made by the method of Coleman et al., Organic Synthesis Collective Vol. III: p668. For example, 3-nitrobenzoic acid (Aldrich Chem. Co., Milwaukee, Wis.) (2.44 mmoles) and a solution of 150 mg of NH4Cl in 5 ml of water are combined in a 50 ml round-bottomed flask and stirred vigorously. Zin... Procedure details: A solution of 214 mg of (3S,5S)-3-isopropyl-5-[(S)-1-(2-nitrobenzenesulfonyl)aziridin-2-yl]dihydrofuran-2-one obtained in Example (1g) (0.60 mmol) and 207 mg of 1-(2-methoxymethoxyphenyl)-5,5-dimethylpiperazin-2-one obtained in Example (12a) (0.78 mmol) in toluene (7 ml) was stirred at 110° C. for 45 minutes. After cooling, the reaction mixture was concentrated under reduced pressure, and the residue was purified by silica gel column chromatography (elution solvent:methylene chloride/methanol=20... Starting materials: C(C)(C)[C@H]1C(O[C@@H](C1)C1[N@](C1)S(=O)(=O)C1=C(C=CC=C1)[N+](=O)[O-])=O ((3S,5S)-3-isopropyl-5-[(S)-1-(2-nitrobenzenesulfonyl)aziridin-2-yl]dihydrofuran-2-one), COCOC1=C(C=CC=C1)N1C(CNC(C1)(C)C)=O (1-(2-Methoxymethoxyphenyl)-5,5-dimethylpiperazin-2-one). Reaction SMILES: [CH:1]([C@@H:4]1[CH2:8][C@@H:7]([CH:9]2[CH2:11][N@@:10]2[S:12]([C:15]2[CH:20]=[CH:19][CH:18]=[CH:17][C:16]=2[N+:21]([O-:23])=[O:22])(=[O:14])=[O:13])[O:6][C:5]1=[O:24])([CH3:3])[CH3:2].[CH3:25][O:26][CH2:27][O:28][C:29]1[CH:34]=[CH:33][CH:32]=[CH:31][C:30]=1[N:35]1[CH2:40][C:39]([CH3:42])([CH3:41])[NH:38][CH2:37][C:36]1=[O:43]>C1(C)C=CC=CC=1>[CH:1]([C@H:4]1[C:5](=[O:24])[O:6][C@H:7]([C@@H:9]([NH:10][S:12]([C:15]2[CH:20]=[CH:19][CH:18]=[CH:17][C:16]=2[N+:21]([O-:23])=[O:22])(=[O:14])=[O:13])[CH2:11][N:38]2[CH2:37][C:36](=[O:43])[N:35]([C:30]3[CH:31]=[CH:32][CH:33]=[CH:34][C:29]=3[O:28][CH2:27][O:26][CH3:25])[CH2:40][C:39]2([CH3:42])[CH3:41])[CH2:8]1)([CH3:3])[CH3:2]. The yield is 87.8%. Product: C(C)(C)[C@@H]1C[C@H](OC1=O)[C@H](CN1C(CN(C(C1)=O)C1=C(C=CC=C1)OCOC)(C)C)NS(=O)(=O)C1=C(C=CC=C1)[N+](=O)[O-] (N-{(S)-1-[(2S,4S)-4-isopropyl-5-oxotetrahydrofuran-2-yl]-2-[4-(2-methoxymethoxyphenyl)-2,2-dimethyl-5-oxopiperazin-1-yl]ethyl}-2-nitrobenzenesulfonamide). Solvent: C1(=CC=CC=C1)C (toluene).